From a dataset of the Open Reaction Database (ORD), a public repository of structured organic reaction records. describe an organic reaction: reactants, conditions, products, and yield Starting materials: O=C1CCC(=O)N1Br, Nc1cc(F)c(OCc2ccccc2)c(F)c1, C1CCOC1, Cl. As a reaction SMILES: [Br:18][N:19]1[C:20](=[O:21])[CH2:22][CH2:23][C:24]1=[O:25].[CH2:1]([c:2]1[cH:3][cH:4][cH:5][cH:6][cH:7]1)[O:8][c:9]1[c:10]([F:17])[cH:11][c:12]([NH2:16])[cH:13][c:14]1[F:15].[CH2:27]1[O:28][CH2:29][CH2:30][CH2:31]1.[ClH:26]>>[CH2:1]([c:2]1[cH:3][cH:4][cH:5][cH:6][cH:7]1)[O:8][c:9]1[c:10]([F:17])[cH:11][c:12]([NH2:16])[c:13]([Br:18])[c:14]1[F:15]. Yields the product Nc1cc(F)c(OCc2ccccc2)c(F)c1Br. Starting materials: COC(CCC1=CC(=CC=C1)CNCC1=CC=C(C=C1)C1=NC=CN=C1)=O (3-{3-[(4-pyrazin-2-yl-benzylamino)-methyl]-phenyl}-propionic acid methyl ester), CN1C=NC(=C1)S(=O)(=O)Cl (1-methyl-1H-imidazole-4-sulfonyl chloride). Solvent: C(C)N(CC)CC (triethylamine). Yields the product COC(CCC1=CC(=CC=C1)CN(CC1=CC=C(C=C1)C1=NC=CN=C1)S(=O)(=O)C=1N=CN(C1)C)=O (3-(3-{[(1-Methyl-1H-imidazole-4-sulfonyl)-(4-pyrazin-2-yl-benzyl)-amino]-methyl}-phenyl)-propionic acid methyl ester). RXN SMILES: [CH3:1][O:2][C:3](=[O:27])[CH2:4][CH2:5][C:6]1[CH:11]=[CH:10][CH:9]=[C:8]([CH2:12][NH:13][CH2:14][C:15]2[CH:20]=[CH:19][C:18]([C:21]3[CH:26]=[N:25][CH:24]=[CH:23][N:22]=3)=[CH:17][CH:16]=2)[CH:7]=1.[CH3:28][N:29]1[CH:33]=[C:32]([S:34](Cl)(=[O:36])=[O:35])[N:31]=[CH:30]1>C(N(CC)CC)C>[CH3:1][O:2][C:3](=[O:27])[CH2:4][CH2:5][C:6]1[CH:11]=[CH:10][CH:9]=[C:8]([CH2:12][N:13]([S:34]([C:32]2[N:31]=[CH:30][N:29]([CH3:28])[CH:33]=2)(=[O:36])=[O:35])[CH2:14][C:15]2[CH:20]=[CH:19][C:18]([C:21]3[CH:26]=[N:25][CH:24]=[CH:23][N:22]=3)=[CH:17][CH:16]=2)[CH:7]=1. Procedure: The title compound of Step A was prepared following the method described in Step B of Example 1from 3-{3-[(4-pyrazin-2-yl-benzylamino)-methyl]-phenyl}-propionic acid methyl ester, of Step A of Example 11a, and 1-methyl-1H-imidazole-4-sulfonyl chloride using triethylamine in place of N,N-diisopropylethylamine. 1H NMR (400 MHz, CDCl3) δ 8.99 (d, 1H), 8.63 (m, 1H), 8.50 (d, 1H), 7.88 (d, 2H), 7.55 (s, 1H), 7.42 (s, 1H), 7.32 (d, 2H), 7.13 (m, 1H), 7.04-6.97 (m, 3H), 4.47 (s, 2H), 4.41 (s, 2H), 3.75... Reactants: COC1=NC(=NC(=C1)OC)CC(C)=O (1-(4,6-dimethoxypyrimidine-2-yl)-2-propanone), Cl.CC1=C(C=CC=C1)NN (2-methylphenylhydrazine hydrochloride), C(C)(=O)OCC (ethyl acetate), O (water). Reagents/catalysts: [Cl-].[Zn+2].[Cl-] (zinc chloride). The solvent is C1(=CC=CC=C1)C (toluene), C(C)(=O)OCC.CCCCCC (ethyl acetate n-hexane). Product: COC1=NC(=NC(=C1)OC)C1=C(NC2=C(C=CC=C12)C)C (3-(4,6-dimethoxypyrimidine-2-yl)-2,7-dimethylindole). Isolated yield 34.2%. Reaction SMILES: [CH3:1][O:2][C:3]1[CH:8]=[C:7]([O:9][CH3:10])[N:6]=[C:5]([CH2:11][C:12](=O)[CH3:13])[N:4]=1.Cl.[CH3:16][C:17]1[CH:22]=[CH:21][CH:20]=[CH:19][C:18]=1[NH:23]N.C(OCC)(=O)C.O>C1(C)C=CC=CC=1.[Cl-].[Zn+2].[Cl-].C(OCC)(=O)C.CCCCCC>[CH3:1][O:2][C:3]1[CH:8]=[C:7]([O:9][CH3:10])[N:6]=[C:5]([C:11]2[C:19]3[C:18](=[C:17]([CH3:16])[CH:22]=[CH:21][CH:20]=3)[NH:23][C:12]=2[CH3:13])[N:4]=1 |f:1.2,6.7.8,9.10|. Reported procedure: In 20 ml of toluene were dissolved 0.77 g (3.9 m moles) of 1-(4,6-dimethoxypyrimidine-2-yl)-2-propanone and 0.69 g (4.3 m moles) of 2-methylphenylhydrazine hydrochloride. Thereto was added 0.64 g (4.7 m moles) of zinc chloride, followed by refluxing for 2 hours. The reaction mixture was allowed to cool, and then ethyl acetate and water were added to dissolve the whole reaction mixture. The oily layer was washed with water, separated and dried over Glauber's salt. The resulting oily layer was con... Starting materials: CC=1C(=CC=2C(CCC(C2C1)(C)C)(C)C)C(=O)C (methyl (5,6,7,8-tetrahydro-3,5,5,8,8-pentamethylnaphthalen-2yl) ketone), CC=1C(=CC=2C(CCC(C2C1)(C)C)(C)C)C(=O)C (methyl (5,6,7,8-tetrahydro-3,5,5,8,8-pentamethylnaphthalen-2yl) ketone), [BH4-].[Na+] (sodium borohydride). Run in CO (methanol). Run at temperature 0 celsius, time 4 hour. The product is CC=1C(=CC=2C(CCC(C2C1)(C)C)(C)C)C(C)O ((±)-1-(5,6,7,8-tetrahydro-3,5,5,8,8-pentamethylnaphthalen-2-yl)ethanol). RXN SMILES: [CH3:1][C:2]1[C:3]([C:16]([CH3:18])=[O:17])=[CH:4][C:5]2[C:6]([CH3:15])([CH3:14])[CH2:7][CH2:8][C:9]([CH3:13])([CH3:12])[C:10]=2[CH:11]=1.[BH4-].[Na+]>CO>[CH3:1][C:2]1[C:3]([CH:16]([OH:17])[CH3:18])=[CH:4][C:5]2[C:6]([CH3:15])([CH3:14])[CH2:7][CH2:8][C:9]([CH3:13])([CH3:12])[C:10]=2[CH:11]=1 |f:1.2|. Procedure details: To a solution of 4.17 g (17.1 mmol) of methyl (5,6,7,8-tetrahydro-3,5,5,8,8-pentamethylnaphthalen-2yl) ketone (Compound 16) in methanol at 0° C. was portionwise added 0.77 g (20.4 mmol) of sodium borohydride and the resulting suspension stirred at 0° C. for 4 hours. Solvent was removed in-vacuo and the resulting solid taken-up in water, acidified using 1N HCl, and extracted three times with ether. The ether extracts were washed with water, brine and dried (MgSO4). The solvent was removed in-vacu... Starting materials: OC=1C=C(C#N)C=CC1I (3-hydroxy-4-iodobenzonitrile), C([O-])([O-])=O.[K+].[K+] (potassium carbonate), BrCCNC(OC(C)(C)C)=O (t-butyl (2-bromoethyl)carbamate), C(C)(=O)OCC (ethyl acetate). The solvent is CN(C)C=O (DMF). Reaction conditions: temperature 75 celsius, time 3 hour. Yields the product C(C)(C)(C)OC(=O)NCCOC=1C=C(C#N)C=CC1I (3-[2-(t-butoxycarbonylamino)ethoxy]-4-iodobenzonitrile). Reaction SMILES: Br[CH2:2][CH2:3][NH:4][C:5](=[O:11])[O:6][C:7]([CH3:10])([CH3:9])[CH3:8].[OH:12][C:13]1[CH:14]=[C:15]([CH:18]=[CH:19][C:20]=1[I:21])[C:16]#[N:17].C(=O)([O-])[O-].[K+].[K+].C(OCC)(=O)C>CN(C=O)C>[C:7]([O:6][C:5]([NH:4][CH2:3][CH2:2][O:12][C:13]1[CH:14]=[C:15]([CH:18]=[CH:19][C:20]=1[I:21])[C:16]#[N:17])=[O:11])([CH3:10])([CH3:9])[CH3:8] |f:2.3.4|. Procedure details: 18.5 g (82.6 mmol) of t-butyl (2-bromoethyl)carbamate was dissolved in 200 ml of DMF. 10.1 g (41.3 mmol) of 3-hydroxy-4-iodobenzonitrile and 5.7 g (41.3 mmol) of potassium carbonate were added to the obtained solution, and they were stirred at 75° C. for 3 hours. After the treatment with ethyl acetate as the extracting solvent by an ordinary method, the title compound was obtained. The reactants are C(C)OC(=O)N1CCC(CC1)(CC(=C)CBr)O (1-Ethoxycarbonyl-4-hydroxy-4-[2-(bromomethyl)-2-propenyl] piperidine), [OH-].[Na+] (NaOH), C1CCOC1 (THF). The solvent is C(Cl)Cl.O (CH2Cl2 H2O). Reaction conditions: time 8 hour. Yields the product C(C)OC(=O)N1CCC2(CC(CO2)=C)CC1 (8-Ethoxycarbonyl-3-methylene-1-oxa-8-azaspiro[4.5]decane). RXN SMILES: [CH2:1]([O:3][C:4]([N:6]1[CH2:11][CH2:10][C:9]([OH:17])([CH2:12][C:13]([CH2:15]Br)=[CH2:14])[CH2:8][CH2:7]1)=[O:5])[CH3:2].[OH-].[Na+].C1COCC1>C(Cl)Cl.O>[CH2:1]([O:3][C:4]([N:6]1[CH2:11][CH2:10][C:9]2([O:17][CH2:14][C:13](=[CH2:15])[CH2:12]2)[CH2:8][CH2:7]1)=[O:5])[CH3:2] |f:1.2,4.5|. Procedure: The product of step b) (1.50 g, 0.0066 mmol), 50% NaOH (15 ml) and THF (20 ml) were mixed and stirred overnight. The reaction mixture was diluted with CH2Cl2 /H2O and separated. The aqueous layer was further extracted with CH2Cl2 (50 ml×2) and worked-up to give 1.42 g of a tan oil.